This data is from the Open Reaction Database (ORD), a public repository of structured organic reaction records. The task is: describe an organic reaction: reactants, conditions, products, and yield Starting materials: [Li]CCCC.CCCCCC (BuLi hexane), C[Si](C)(C)N[Si](C)(C)C (bistrimethylsilylamine), CI (methyliodide), 59, [NH4+].[Cl-] (NH4Cl). The solvent is C1CCOC1 (THF), C1CCOC1 (THF), CN1CCCN(C1=O)C (DMPU). Run at time 45 minute. The product is C[Si]([N-][Si](C)(C)C)(C)C.[Li+] (Lithium hexamethyldisilazide), 16α-methylated product 60. RXN SMILES: [Li:1]CCCC.CCCCCC.[CH3:12][Si:13]([NH:16][Si:17]([CH3:20])([CH3:19])[CH3:18])([CH3:15])[CH3:14].CI.[NH4+].[Cl-]>C1COCC1.CN1C(=O)N(C)CCC1>[CH3:12][Si:13]([CH3:15])([CH3:14])[N-:16][Si:17]([CH3:20])([CH3:19])[CH3:18].[Li+:1] |f:0.1,4.5,8.9|. Procedure details: Lithium hexamethyldisilazide was prepared by addition of 1.24 ml of 1.55 M BuLi-hexane solution at −40° C. to a solution of 0.44 ml of bistrimethylsilylamine in 4 ml of THF. After stirring for ½ h a solution of 0.56 g of 59 and 0.46 ml of DMPU in 8 ml of THF was added. Stirring was continued for 45 min at −40° C. followed by addition of 140 μl of methyliodide. Upon stirring for an additional 30 min the alkylation was complete. The mixture was poured into 40 ml of sat NH4Cl solution and extracted... Starting materials: CC=1C=C(C=C(C1)C)S(=O)(=O)CC=1N=C(OC1C)C1=CC=C(C(=O)OC)C=C1 (Methyl 4-(4-{[(3,5-Dimethylphenyl)sulfonyl]methyl}-5-methyl-1,3-oxazol-2-yl)benzoate). Solvent: Cl (HCl). The product is CC=1C=C(C=C(C1)C)S(=O)(=O)CC=1N=C(OC1C)C1=CC=C(C(=O)O)C=C1 (4-(4-{[(3,5-Dimethylphenyl)sulfonyl]methyl}-5-methyl-1,3-oxazol-2-yl)benzoic Acid). Isolated yield 99.9%. RXN SMILES: [CH3:1][C:2]1[CH:3]=[C:4]([S:9]([CH2:12][C:13]2[N:14]=[C:15]([C:19]3[CH:28]=[CH:27][C:22]([C:23]([O:25]C)=[O:24])=[CH:21][CH:20]=3)[O:16][C:17]=2[CH3:18])(=[O:11])=[O:10])[CH:5]=[C:6]([CH3:8])[CH:7]=1>Cl>[CH3:1][C:2]1[CH:3]=[C:4]([S:9]([CH2:12][C:13]2[N:14]=[C:15]([C:19]3[CH:20]=[CH:21][C:22]([C:23]([OH:25])=[O:24])=[CH:27][CH:28]=3)[O:16][C:17]=2[CH3:18])(=[O:11])=[O:10])[CH:5]=[C:6]([CH3:8])[CH:7]=1. Procedure: Reaction of benzoate 25 (346 mg, 0.87 mmol) and 6 M HCl (10 mL) gave acid 26 (335 mg, 100%) as a white solid: mp (H2O) 265-268° C.; 1H NMR δ 13.16 (br s, 1H, CO2H), 8.05 (dd, J=8.5, 1.8 Hz, 2H, H-2, H-6), 7.93 (ddd, J=8.5, 1.8 Hz, 2H, H-3, H-5), 7.41 (br s, 2H, H-2′, H-6′), 7.37 (br s, 1H, H-4′), 4.62 (s, 2H, CH2SO2), 2.32 (s, 6H, 2×CH3), 2.19 (s, 3H, CH3); MS m/z 386.5 MH+, 100%). Anal. calcd for C20H19NO5S: C, 62.32; H, 4.97; N, 3.63. Found: C, 62.59; H, 4.84; N, 3.58%. Reactants: BrCC[C@@H](C1=NN2C(C(N1C1=CC=CC=C1)=O)=CC=C2)NC(OC(C)(C)C)=O ((S)-tert-Butyl (3-bromo-1-(4-oxo-3-phenyl-3,4-dihydropyrrolo[2,1-f][1,2,4]triazin-2-yl)propyl)carbamate), C(C1=CC=CC=C1)S (benzyl hydrosulfide), C([O-])([O-])=O.[K+].[K+] (potassium carbonate). The product is C(C1=CC=CC=C1)SCC[C@@H](C1=NN2C(C(N1C1=CC=CC=C1)=O)=CC=C2)NC(OC(C)(C)C)=O ((S)-tert-Butyl (3-(benzylthio)-1-(4-oxo-3-phenyl-3,4-dihydropyrrolo[2,1-f][1,2,4]triazin-2-yl)propyl)carbamate). The yield is 81.5%. Reaction SMILES: Br[CH2:2][CH2:3][C@H:4]([NH:21][C:22](=[O:28])[O:23][C:24]([CH3:27])([CH3:26])[CH3:25])[C:5]1[N:10]([C:11]2[CH:16]=[CH:15][CH:14]=[CH:13][CH:12]=2)[C:9](=[O:17])[C:8]2=[CH:18][CH:19]=[CH:20][N:7]2[N:6]=1.[CH2:29]([SH:36])[C:30]1[CH:35]=[CH:34][CH:33]=[CH:32][CH:31]=1.C(=O)([O-])[O-].[K+].[K+]>>[CH2:29]([S:36][CH2:2][CH2:3][C@H:4]([NH:21][C:22](=[O:28])[O:23][C:24]([CH3:27])([CH3:26])[CH3:25])[C:5]1[N:10]([C:11]2[CH:16]=[CH:15][CH:14]=[CH:13][CH:12]=2)[C:9](=[O:17])[C:8]2=[CH:18][CH:19]=[CH:20][N:7]2[N:6]=1)[C:30]1[CH:35]=[CH:34][CH:33]=[CH:32][CH:31]=1 |f:2.3.4|. Reported procedure: (S)-tert-Butyl (3-bromo-1-(4-oxo-3-phenyl-3,4-dihydropyrrolo[2,1-f][1,2,4]triazin-2-yl)propyl)carbamate (45 mg, 0.03 mmol) was treated with benzyl hydrosulfide (7 μl, 0.06 mmol) and potassium carbonate (6 mg, 0.05 mmol) according to the method described in Preparation 31. The residue was purified using SP1® Purification System (0% to 50%, hexane-ethyl acetate) to give 12 mg (81% yield) of the title compound. Purity 70%. Product: C(C1=CC=CC=C1)OC(=O)N[C@@H](COC(C)(C)C)C(=O)N[C@@H](C(C(O)=O)C(C)(C)C)C(=O)N[C@@H](C)C(=O)O (N-Benzyloxycarbonyl-O-t-butyl-L-seryl-β-t-butyl-L-aspartyl-L-alanine). Reagents/catalysts: [Pd] (Pd-C). The reactants are CN1CCOCC1 (N-methylmorpholine), N([C@@H](COC(C)(C)C)C(=O)ON1C(=O)CCC1=O)C(=O)OCC1=CC=CC=C1 (Z-Ser(tBu)-OSu), CN1CCOCC1 (N-methylmorpholine), N([C@@H](CC(OC(C)(C)C)=O)C(=O)N[C@@H](C)C(=O)OCC1=CC=CC=C1)C(=O)OCC1=CC=CC=C1 (Z-Asp(OtBu)-Ala-OBzl), S(=O)(=O)(C1=CC=C(C)C=C1)O.O (Tos-OH.H2O), C(C)N(CCN)CC (2-Diethylamino-ethylamine). Procedure details: Z-Asp(OtBu)-Ala-OBzl (43.6 g, 90 mmol) was dissolved in 1 liter DMF and hydrogenated in the presence of Tos-OH.H2O (17.1 g, 90 mmol) and 10% Pd-C. After the hydrogenation was completed the catalyst was filtered off. The filtrate was cooled to 0°, neutralized with N-methylmorpholine (9.9 ml, 90 mmol) and added to Z-Ser(tBu)-OSu. Another portion of N-methylmorpholine (9.9 ml, 90 mmol) was added and the reaction mixture was stirred at 0° for 1 h and at 25° for 18 h. 2-Diethylamino-ethylamine (2.83 ... RXN SMILES: [NH:1](C(OCC1C=CC=CC=1)=O)[C@H:2]([C:11]([NH:13][C@H:14]([C:16]([O:18]CC1C=CC=CC=1)=[O:17])[CH3:15])=[O:12])[CH2:3][C:4](=[O:10])[O:5]C(C)(C)C.S(O)(C1C=[CH:44][C:42]([CH3:43])=[CH:41]C=1)(=O)=O.O.CN1CCOCC1.[NH:55]([C:73]([O:75][CH2:76][C:77]1[CH:82]=[CH:81][CH:80]=[CH:79][CH:78]=1)=[O:74])[C@H:56]([C:63]([O:65]N1C(=O)CCC1=O)=O)[CH2:57][O:58][C:59]([CH3:62])([CH3:61])[CH3:60].C(N(CC)CCN)C>CN(C=O)C.[Pd]>[CH2:76]([O:75][C:73]([NH:55][C@H:56]([C:63]([NH:1][C@H:2]([C:11]([NH:13][C@H:14]([C:16]([OH:18])=[O:17])[CH3:15])=[O:12])[CH:3]([C:42]([CH3:44])([CH3:43])[CH3:41])[C:4](=[O:10])[OH:5])=[O:65])[CH2:57][O:58][C:59]([CH3:60])([CH3:61])[CH3:62])=[O:74])[C:77]1[CH:78]=[CH:79][CH:80]=[CH:81][CH:82]=1 |f:1.2|. Reaction conditions: time 18 hour. The solvent is CN(C)C=O (DMF).